From a dataset of the Open Reaction Database (ORD), a public repository of structured organic reaction records. describe an organic reaction: reactants, conditions, products, and yield Starting materials: [H-].[Na+] (NaH), BrC1=CC(=C(C=C1)CCO)C (2-(4-bromo-2-methylphenyl)ethanol), N(=C=O)C=1C=C(C#N)C=CC1 (3-isocyanatobenzonitrile). RXN SMILES: [H-].[Na+].[Br:3][C:4]1[CH:9]=[CH:8][C:7]([CH2:10][CH2:11][OH:12])=[C:6]([CH3:13])[CH:5]=1.[N:14]([C:17]1[CH:18]=[C:19]([CH:22]=[CH:23][CH:24]=1)[C:20]#[N:21])=[C:15]=[O:16]>C1COCC1>[C:20]([C:19]1[CH:18]=[C:17]([NH:14][C:15](=[O:16])[O:12][CH2:11][CH2:10][C:7]2[CH:8]=[CH:9][C:4]([Br:3])=[CH:5][C:6]=2[CH3:13])[CH:24]=[CH:23][CH:22]=1)#[N:21] |f:0.1|. Reported procedure: NaH (150 mg, 60% disperson in oil) was added portionwise to a solution of 30B (570 mg, 2.65 mmol) in THF (26.5 mL) and the mixture was stirred for 30 min. The solution was cooled to −78° C. and 3-isocyanatobenzonitrile (382 mg, 2.65 mmol) was added in one portion. The cooling bath was removed and the reaction was stirred for 2 h. Water (100 mL) was added to the reaction mixture and it was extracted with EtOAc (2×75 mL). The organics were combined, washed with brine, dried over Na2SO4 and concent... Product: C(#N)C=1C=C(C=CC1)NC(OCCC1=C(C=C(C=C1)Br)C)=O (4-bromo-2-methylphenethyl 3-cyanophenylcarbamate). Yield: 62.0%. Conditions: temperature -78 celsius, time 30 minute. Run in C1CCOC1 (THF).